describe an organic reaction: reactants, conditions, products, and yield From a dataset of the Open Reaction Database (ORD), a public repository of structured organic reaction records. The reactants are [BH4-].[Na+] (sodium borohydride), FC=1C=C2CCN=C(C2=CC1)C1=CC=C(C=C1)C(F)(F)F (6-fluoro-1-(4-(trifluoromethyl)phenyl)-3,4-dihydroisoquinoline), FC=1C=C2CCN=C(C2=CC1)C1=CC=C(C=C1)C(F)(F)F (6-fluoro-1-(4-(trifluoromethyl)phenyl)-3,4-dihydroisoquinoline), O (water), C([O-])(O)=O.[Na+] (sodium bicarbonate). The solvent is C(C)(=O)OCC (ethyl acetate). Reaction conditions: time 16 hour. Product: FC=1C=C2CCNC(C2=CC1)C1=CC=C(C=C1)C(F)(F)F (6-fluoro-1-(4-(trifluoromethyl)phenyl)-1,2,3,4-tetrahydroisoquinoline). Reaction SMILES: [BH4-].[Na+].O.C(=O)(O)[O-].[Na+].[F:9][C:10]1[CH:11]=[C:12]2[C:17](=[CH:18][CH:19]=1)[C:16]([C:20]1[CH:25]=[CH:24][C:23]([C:26]([F:29])([F:28])[F:27])=[CH:22][CH:21]=1)=[N:15][CH2:14][CH2:13]2>C(OCC)(=O)C>[F:9][C:10]1[CH:11]=[C:12]2[C:17](=[CH:18][CH:19]=1)[CH:16]([C:20]1[CH:25]=[CH:24][C:23]([C:26]([F:28])([F:27])[F:29])=[CH:22][CH:21]=1)[NH:15][CH2:14][CH2:13]2 |f:0.1,3.4|. Reported procedure: A solution of 6-fluoro-1-(4-(trifluoromethyl)phenyl)-3,4-dihydroisoquinoline (2.6 g, 8.9 mmol) in methanol (50 mL) from step 2 was cooled to 0° C. and sodium borohydride (1.0 g, 2.7 mmol) was added in small portions over 5 min and the reaction mixture was stirred at RT for 16 h. The reaction was quenched with ethyl acetate (20 mL) and concentrated to yield a reddish-yellow residue which was taken up in ethyl acetate (100 mL), water (30 mL), and saturated sodium bicarbonate (30 mL). After stirrin... Starting materials: ClC=1C=C(C=CC1Cl)C(C(=O)N)(C(=O)N)O (3,4-dichlorophenylhydroxymalonic acid diamide), C1(=CC=C(C=C1)S(=O)(=O)N=C=O)C (p-toluenesulphonyl isocyanate). The solvent is C(C)(=O)OCC (ethyl acetate). Reaction conditions: time 1 hour. The product is ClC=1C=C(C=CC1Cl)C(C(=O)N)(C(=O)N)OC(=O)NS(=O)(=O)C1=CC=C(C=C1)C (3,4-dichlorophenyl-p-toluenesulphonylaminocarbonyloxy-malonic acid diamide). The yield is 30.4%. Reaction SMILES: [Cl:1][C:2]1[CH:3]=[C:4]([C:9]([OH:16])([C:13]([NH2:15])=[O:14])[C:10]([NH2:12])=[O:11])[CH:5]=[CH:6][C:7]=1[Cl:8].[C:17]1([CH3:29])[CH:22]=[CH:21][C:20]([S:23]([N:26]=[C:27]=[O:28])(=[O:25])=[O:24])=[CH:19][CH:18]=1>C(OCC)(=O)C>[Cl:1][C:2]1[CH:3]=[C:4]([C:9]([O:16][C:27]([NH:26][S:23]([C:20]2[CH:21]=[CH:22][C:17]([CH3:29])=[CH:18][CH:19]=2)(=[O:25])=[O:24])=[O:28])([C:10]([NH2:12])=[O:11])[C:13]([NH2:15])=[O:14])[CH:5]=[CH:6][C:7]=1[Cl:8]. Reported procedure: 26.3 g of 3,4-dichlorophenylhydroxymalonic acid diamide were dissolved in 350 ml of ethyl acetate at 65° C., and a solution of 19.7 g of p-toluenesulphonyl isocyanate was slowly added. After the mixture had been kept at 70° C. for 1 hour, it was cooled and filtered off with suction. 14 g of 3,4-dichlorophenyl-p-toluenesulphonylaminocarbonyloxy-malonic acid diamide (melting point 178° C., decomposition) were obtained. Further product was to be isolated from the mother liquor. The reactants are [Ag+2], COC(=O)c1ccc(CBr)c(OC)c1, O=C([O-])[O-], CCCNC(=O)C(C)=Cc1ccc2[nH]ccc2c1, CCOC(C)=O, Cc1ccccc1. The product is CCCNC(=O)C(C)=Cc1ccc2[nH]cc(Cc3ccc(C(=O)OC)cc3OC)c2c1. Reaction SMILES: [Ag+2:50].[Br:19][CH2:20][c:21]1[c:22]([O:31][CH3:32])[cH:23][c:24]([C:25](=[O:26])[O:27][CH3:28])[cH:29][cH:30]1.[C:46](=[O:47])([O-:48])[O-:49].[CH3:1][C:2]([C:3](=[O:4])[NH:5][CH2:6][CH2:7][CH3:8])=[CH:9][c:10]1[cH:11][c:12]2[cH:13][cH:14][nH:15][c:16]2[cH:17][cH:18]1.[CH3:33][CH2:34][O:35][C:36](=[O:37])[CH3:38].[CH3:39][c:40]1[cH:41][cH:42][cH:43][cH:44][cH:45]1>>[CH3:1][C:2]([C:3](=[O:4])[NH:5][CH2:6][CH2:7][CH3:8])=[CH:9][c:10]1[cH:11][c:12]2[c:13]([CH2:20][c:21]3[c:22]([O:31][CH3:32])[cH:23][c:24]([C:25](=[O:26])[O:27][CH3:28])[cH:29][cH:30]3)[cH:14][nH:15][c:16]2[cH:17][cH:18]1. The reactants are BrC=1C=CC=C2C=CC(=NC12)C (8-bromo-2-methylquinoline), C(=O)([O-])[O-].[Cs+].[Cs+] (Cs2CO3), C(CC(=O)OCC)(=O)OCC (diethyl malonate), C(C)(=O)OCC (ethyl acetate). Reagents/catalysts: CC(C)([P](C(C)(C)C)([Pd][P](C(C)(C)C)(C(C)(C)C)C(C)(C)C)C(C)(C)C)C (Pd(PtBu3)2). Run in O1CCOCC1 (dioxane), O (water). Product: CC1=NC2=C(C=CC=C2C=C1)C(C(=O)OCC)C(=O)OCC (diethyl 2-(2-methylquinolin-8-yl)malonate). Isolated yield 82.5%. Reaction SMILES: Br[C:2]1[CH:3]=[CH:4][CH:5]=[C:6]2[C:11]=1[N:10]=[C:9]([CH3:12])[CH:8]=[CH:7]2.C([O-])([O-])=O.[Cs+].[Cs+].[C:19]([O:27][CH2:28][CH3:29])(=[O:26])[CH2:20][C:21]([O:23][CH2:24][CH3:25])=[O:22].C(OCC)(=O)C>O1CCOCC1.CC(C)([P](C(C)(C)C)([Pd][P](C(C)(C)C)(C(C)(C)C)C(C)(C)C)C(C)(C)C)C.O>[CH3:12][C:9]1[CH:8]=[CH:7][C:6]2[C:11](=[C:2]([CH:20]([C:21]([O:23][CH2:24][CH3:25])=[O:22])[C:19]([O:27][CH2:28][CH3:29])=[O:26])[CH:3]=[CH:4][CH:5]=2)[N:10]=1 |f:1.2.3,^1:44,50|. Procedure details: A solution of 8-bromo-2-methylquinoline (2.00 g, 9.01 mmol), Pd(PtBu3)2 (0.23 g, 0.45 mmol), Cs2CO3 (11.74 g, 36.02 mmol) and diethyl malonate (2.73 mL, 18.01 mmol) in dioxane (25 mL) was heated at 118° C. in a sealed tube for 1 hour. After cooling to ambient temperature, ethyl acetate (30 mL) and water (15 mL) were added. The organic layer was separated, washed with brine, dried (sodium sulfate), filtered and concentrated under reduced pressure. The residue was purified by flash chromatography ... Starting materials: C1(=CC=CC=C1)S(=O)(=O)N1C(=CC=2C1=NC=CC2)C(=CC2CCCC2)OS(=O)(=O)C2=CC=C(C=C2)C (toluene-4-sulfonic acid-1-(1-benzenesulfonyl-1H-pyrrolo[2,3-b]pyridin-2-yl)-2-cyclopentyl-vinyl ester), COC1=NC=C(C=C1)B(O)O (2-methoxy-5-pyridineboronic acid), C([O-])([O-])=O.[Na+].[Na+] (sodium carbonate). Reagents/catalysts: Cl[Pd]([P](C1=CC=CC=C1)(C2=CC=CC=C2)C3=CC=CC=C3)([P](C4=CC=CC=C4)(C5=CC=CC=C5)C6=CC=CC=C6)Cl (dichlorobis(triphenylphosphine)palladium). The solvent is C(C)(=O)OCC (ethyl acetate), O1CCOCC1 (dioxane). Yields the product C1(=CC=CC=C1)S(=O)(=O)N1C(=CC=2C1=NC=CC2)C(=CC2CCCC2)C=2C=NC(=CC2)OC (1-benzenesulfonyl-2-[2-cyclopentyl-1-(6-methoxy-pyridin-3-yl)-vinyl]-1H-pyrrolo[2,3-b]pyridine). The yield is 85.5%. RXN SMILES: [C:1]1([S:7]([N:10]2[C:14]3=[N:15][CH:16]=[CH:17][CH:18]=[C:13]3[CH:12]=[C:11]2[C:19](OS(C2C=CC(C)=CC=2)(=O)=O)=[CH:20][CH:21]2[CH2:25][CH2:24][CH2:23][CH2:22]2)(=[O:9])=[O:8])[CH:6]=[CH:5][CH:4]=[CH:3][CH:2]=1.[CH3:37][O:38][C:39]1[CH:44]=[CH:43][C:42](B(O)O)=[CH:41][N:40]=1.C(=O)([O-])[O-].[Na+].[Na+]>O1CCOCC1.C(OCC)(=O)C.Cl[Pd](Cl)([P](C1C=CC=CC=1)(C1C=CC=CC=1)C1C=CC=CC=1)[P](C1C=CC=CC=1)(C1C=CC=CC=1)C1C=CC=CC=1>[C:1]1([S:7]([N:10]2[C:14]3=[N:15][CH:16]=[CH:17][CH:18]=[C:13]3[CH:12]=[C:11]2[C:19]([C:42]2[CH:41]=[N:40][C:39]([O:38][CH3:37])=[CH:44][CH:43]=2)=[CH:20][CH:21]2[CH2:25][CH2:24][CH2:23][CH2:22]2)(=[O:9])=[O:8])[CH:2]=[CH:3][CH:4]=[CH:5][CH:6]=1 |f:2.3.4,^1:68,87|. Procedure details: To a mixture of toluene-4-sulfonic acid-1-(1-benzenesulfonyl-1H-pyrrolo[2,3-b]pyridin-2-yl)-2-cyclopentyl-vinyl ester (prepared as in Example 43, 0.15 g, 0.28 mmol), 2-methoxy-5-pyridineboronic acid (110 mg, 0.72 mmol) and dichlorobis(triphenylphosphine)palladium (II) (21 mg, 0.03 mmol) in dioxane (3 mL) was added an aqueous sodium carbonate solution (2 M, 0.36 mL). The resulting mixture was subjected to microwave irradiation for 2 h at 100° C. The mixture was diluted with ethyl acetate (100 mL)... Reactants: O (water), ClC1=NC=C(C=N1)C1=CC=C(C=C1)OC(F)F (2-chloro-5-(4-(difluoromethoxy)phenyl)pyrimidine), NC=1C=CC(=C(C1)CCO)C (2-(5-amino-2-methylphenyl)ethanol), CC=1C=CC(=CC1)S(=O)(=O)O (p-TSA). Solvent: O1CCOCC1 (dioxane). Yields the product FC(OC1=CC=C(C=C1)C=1C=NC(=NC1)NC=1C=CC(=C(C1)CCO)C)F (2-{5-[5-(4-difluoromethoxy-phenyl)-pyrimidin-2-ylamino]-2-methyl-phenyl}-ethanol). As a reaction SMILES: Cl[C:2]1[N:7]=[CH:6][C:5]([C:8]2[CH:13]=[CH:12][C:11]([O:14][CH:15]([F:17])[F:16])=[CH:10][CH:9]=2)=[CH:4][N:3]=1.[NH2:18][C:19]1[CH:20]=[CH:21][C:22]([CH3:28])=[C:23]([CH2:25][CH2:26][OH:27])[CH:24]=1.CC1C=CC(S(O)(=O)=O)=CC=1.O>O1CCOCC1>[F:16][CH:15]([F:17])[O:14][C:11]1[CH:12]=[CH:13][C:8]([C:5]2[CH:4]=[N:3][C:2]([NH:18][C:19]3[CH:20]=[CH:21][C:22]([CH3:28])=[C:23]([CH2:25][CH2:26][OH:27])[CH:24]=3)=[N:7][CH:6]=2)=[CH:9][CH:10]=1. Reported procedure: A solution of 2-chloro-5-(4-difluoromethoxy-phenyl)-pyrimidine 30 (1.3 mmol), 2-(5-Amino-2-methyl-phenyl)-ethanol 50 (1.3 mmol) and p-TSA (0.24 g, 1.3 mmol) in dioxane (10 mL) is heated at 100° C. for 12 h then cooled to rt. The reaction mixture is slowly added to water (100 mL) with stirring. The resulting precipitate is collected by filtration, washed with water and air dried. The crude precipitate is purified by column chromatography on silica with hexanes:EtOAc=1:1 as eluant to yield 2-{5-[5... Reactants: Cc1ccc(C2Sc3cc(C)ccc3N(CCN(C)C(=O)OCc3ccccc3)C(=O)C2O)cc1, CC(=O)OC(C)=O, c1ccncc1. Yields the product CC(=O)OC1C(=O)N(CCN(C)C(=O)OCc2ccccc2)c2ccc(C)cc2SC1c1ccc(C)cc1. RXN SMILES: [CH3:1][c:2]1[cH:3][cH:4][c:5]([CH:8]2[S:9][c:10]3[c:11]([cH:31][cH:32][c:33]([CH3:35])[cH:34]3)[N:12]([CH2:17][CH2:18][N:19]([CH3:20])[C:21](=[O:22])[O:23][CH2:24][c:25]3[cH:26][cH:27][cH:28][cH:29][cH:30]3)[C:13](=[O:16])[CH:14]2[OH:15])[cH:6][cH:7]1.[CH3:36][C:37](=[O:38])[O:39][C:40](=[O:41])[CH3:42].[cH:43]1[cH:44][cH:45][n:46][cH:47][cH:48]1>>[CH3:1][c:2]1[cH:3][cH:4][c:5]([CH:8]2[S:9][c:10]3[c:11]([cH:31][cH:32][c:33]([CH3:35])[cH:34]3)[N:12]([CH2:17][CH2:18][N:19]([CH3:20])[C:21](=[O:22])[O:23][CH2:24][c:25]3[cH:26][cH:27][cH:28][cH:29][cH:30]3)[C:13](=[O:16])[CH:14]2[O:15][C:37]([CH3:36])=[O:38])[cH:6][cH:7]1. RXN SMILES: [C:1](#[N:2])[CH2:3][NH:4][C:5](=[O:6])[CH:7]1[CH:8]([CH2:13][S:14](=[O:15])(=[O:16])[c:17]2[cH:18][cH:19][c:20]([S:23][CH3:24])[cH:21][cH:22]2)[CH2:9][CH2:10][CH2:11][CH2:12]1.[C:25](=[O:26])([O:27][C:28]([CH3:29])([CH3:30])[CH3:31])[C:32]([NH2:33])([SH:34])[CH3:35].[C:36](=[O:37])([O-:38])[O-:39].[CH3:42][CH2:43][O:44][C:45](=[O:46])[CH3:47].[CH3:48][C:49]#[N:50].[Cs+:40].[Cs+:41]>>[C:1](#[N:2])[CH2:3][NH:4][C:5](=[O:6])[CH:7]1[CH:8]([CH2:13][S:14](=[O:15])(=[O:16])[c:17]2[cH:18][cH:19][c:20]([S:23][CH2:24][CH2:49][NH:50][C:25](=[O:26])[O:27][C:28]([CH3:29])([CH3:30])[CH3:31])[cH:21][cH:22]2)[CH2:9][CH2:10][CH2:11][CH2:12]1. The product is CC(C)(C)OC(=O)NCCSc1ccc(S(=O)(=O)CC2CCCCC2C(=O)NCC#N)cc1. Reactants: CSc1ccc(S(=O)(=O)CC2CCCCC2C(=O)NCC#N)cc1, CC(C)(C)OC(=O)C(C)(N)S, O=C([O-])[O-], CCOC(C)=O, CC#N, [Cs+], [Cs+]. Reactants: C(C1=CC=CC=C1)SC1=CC2=C(N=N1)CCN(C2)C(C2=CC=CC=C2)=O (3-benzylmercapto-6-benzoyl-5,6,7,8-tetrahydropyrido[4,3-c]pyridazine), O.NN (hydrazine hydrate). The solvent is C(C)O (ethanol). Product: C(C1=CC=CC=C1)(=O)N1CC2=C(N=NC(=C2)NN)CC1 (6-Benzoyl-3-hydrazino-5,6,7,8-tetrahydropyrido[4,3-c]pyridazine). RXN SMILES: C(S[C:9]1[N:14]=[N:13][C:12]2[CH2:15][CH2:16][N:17]([C:19](=[O:26])[C:20]3[CH:25]=[CH:24][CH:23]=[CH:22][CH:21]=3)[CH2:18][C:11]=2[CH:10]=1)C1C=CC=CC=1.O.[NH2:28][NH2:29]>C(O)C>[C:19]([N:17]1[CH2:16][CH2:15][C:12]2[N:13]=[N:14][C:9]([NH:28][NH2:29])=[CH:10][C:11]=2[CH2:18]1)(=[O:26])[C:20]1[CH:25]=[CH:24][CH:23]=[CH:22][CH:21]=1 |f:1.2|. Reported procedure: A solution of 4.0 g of 3-benzylmercapto-6-benzoyl-5,6,7,8-tetrahydropyrido[4,3-c]pyridazine and 1.5 g of hydrazine hydrate in 10 cc of 95% ethanol is heated in an autoclave at a bath temperature of 150° for 16 hours. The oil obtained after concentrating the reaction mixture in a vacuum, is divided between chloroform and a small amount of water, and the organic phase is concentrated to a red oil. The title compound is obtained by crystallization from dimethyl formamide. M.P. 220°-223° (decomp.). Yields the product CC1=CC2=C(OCC2)C(=C1C)C (2,3-dihydro-5,6,7-trimethylbenzo[b]furan). Procedure: Zinc amalgum [prepared by heating a mixture of zinc dust (7.0 g), mercuric chloride (0.70 g), concentrated hydrochloric acid (0.5 ml) and water (30 ml) for 5 minutes and then decanting the aqueous solution] was added to a mixture of 2,3-dihydro-6,7-dimethylbenzo[b]furan-5-carboxaldehyde (6.93 g, 39 mmol), acetic acid (50 ml), water (50 ml), and concentrated hydrochloric acid (100 ml). The mixture was heated at reflux with vigorous stirring for 12 hours. After cooling, the mixture was poured into... RXN SMILES: Cl.[CH3:2][C:3]1[C:4]([CH:13]=O)=[CH:5][C:6]2[CH2:10][CH2:9][O:8][C:7]=2[C:11]=1[CH3:12].C(O)(=O)C>[Zn].O>[CH3:13][C:4]1[C:3]([CH3:2])=[C:11]([CH3:12])[C:7]2[O:8][CH2:9][CH2:10][C:6]=2[CH:5]=1. Run in O (water), O (water), O (water). Reactants: Zinc amalgum, CC=1C(=CC2=C(OCC2)C1C)C=O (2,3-dihydro-6,7-dimethylbenzo[b]furan-5-carboxaldehyde), C(C)(=O)O (acetic acid), Cl (hydrochloric acid), mercuric chloride, Cl (hydrochloric acid). Isolated yield 79.0%. Conditions: time 12 hour. Reagents/catalysts: [Zn] (zinc).